Dataset: the Open Reaction Database (ORD), a public repository of structured organic reaction records. Task: describe an organic reaction: reactants, conditions, products, and yield The reactants are FC(C=1C=C(C=CC1OC(C(F)(F)F)C)C1=NC(=NO1)C1=C2C=CNC2=CC=C1)(F)F (4-{5-[3-(trifluoromethyl)-4-(2,2,2-trifluoro-1-methylethoxy)phenyl]-1,2,4-oxadiazol-3-yl}-1H-indole), B([O-])([O-])C#N.[Na+].[Na+] (sodium cyanoboroate), [OH-].[Na+] (NaOH). The solvent is O (water), CC(=O)O (AcOH). Run at time 2 hour. Product: FC(C=1C=C(C=CC1OC(C(F)(F)F)C)C1=NC(=NO1)C1=C2CCNC2=CC=C1)(F)F (4-{5-[3-(trifluoromethyl)-4-(2,2,2-trifluoro-1-methylethoxy)phenyl]-1,2,4-oxadiazol-3-yl}indoline). Yield: 89.6%. Reaction SMILES: [F:1][C:2]([F:31])([F:30])[C:3]1[CH:4]=[C:5]([C:16]2[O:20][N:19]=[C:18]([C:21]3[CH:29]=[CH:28][CH:27]=[C:26]4[C:22]=3[CH:23]=[CH:24][NH:25]4)[N:17]=2)[CH:6]=[CH:7][C:8]=1[O:9][CH:10]([CH3:15])[C:11]([F:14])([F:13])[F:12].B(C#N)([O-])[O-].[Na+].[Na+].[OH-].[Na+]>CC(O)=O.O>[F:31][C:2]([F:1])([F:30])[C:3]1[CH:4]=[C:5]([C:16]2[O:20][N:19]=[C:18]([C:21]3[CH:29]=[CH:28][CH:27]=[C:26]4[C:22]=3[CH2:23][CH2:24][NH:25]4)[N:17]=2)[CH:6]=[CH:7][C:8]=1[O:9][CH:10]([CH3:15])[C:11]([F:12])([F:13])[F:14] |f:1.2.3,4.5|. Procedure details: To a solution 4-{5-[3-(trifluoromethyl)-4-(2,2,2-trifluoro-1-methylethoxy)phenyl]-1,2,4-oxadiazol-3-yl}-1H-indole (100 mg) in AcOH (3 ml) was added portionwise sodium cyanoboroate (29 mg). The reaction mixture was stirred at room temperature for 2 hours. The reaction mixture was diluted with water, alkalified with a 1M aqueous NaOH solution, and extracted with EtOAc. The organic layer was washed with saturated brine, dried over anhydrous MgSO4, and then filtered, the filtrate was concentrated, a... Reactants: C1(CCCCC1)O (Cyclohexyl alcohol), OC1=CC=C(C=C1)CC(=O)O (4-hydroxyphenylacetic acid), C1=CC=CC=C1 (benzene). Solvent: O (water). Product: OC1=CC=C(C=C1)CC(=O)OC1CCCCC1 (cyclohexyl 4-hydroxyphenylacetate). The yield is 104.6%. RXN SMILES: [CH:1]1(O)[CH2:6][CH2:5][CH2:4][CH2:3][CH2:2]1.[OH:8][C:9]1[CH:14]=[CH:13][C:12]([CH2:15][C:16]([OH:18])=[O:17])=[CH:11][CH:10]=1.C1C=CC=CC=1>O>[OH:8][C:9]1[CH:10]=[CH:11][C:12]([CH2:15][C:16]([O:18][CH:1]2[CH2:6][CH2:5][CH2:4][CH2:3][CH2:2]2)=[O:17])=[CH:13][CH:14]=1. Procedure: Cyclohexyl alcohol (6 g), 4-hydroxyphenylacetic acid (7.6 g) p-toluenesulfonic acid (1 g) and benzene (300 mL) were refluxed with continuous water separation for 8 hours. The mixture was cooled and washed with a 10% Na2CO3 solution, then with water. Drying over MgSO4 and evaporation of the solvent in vacuo gave 12.24 g of cyclohexyl 4-hydroxyphenylacetate. That compound can be represented by the formula: ##STR24## Reactants: OC1=C(C(=O)CCC(=O)O)C=C(C=C1)[N+](=O)[O-] (3-(2-hydroxy-5-nitrobenzoyl)propionic acid), ferrous sulphate heptahydrate. Run in [OH-].[NH4+] (ammonium hydroxide), O (water), [OH-].[NH4+] (ammonium hydroxide). Reaction conditions: time 1 hour. The product is NC=1C=CC(=C(C(=O)CCC(=O)O)C1)O (3-(5-amino-2-hydroxybenzoyl)propionic acid). Isolated yield 45.7%. Reaction SMILES: [OH:1][C:2]1[CH:14]=[CH:13][C:12]([N+:15]([O-])=O)=[CH:11][C:3]=1[C:4]([CH2:6][CH2:7][C:8]([OH:10])=[O:9])=[O:5]>[OH-].[NH4+].O>[NH2:15][C:12]1[CH:13]=[CH:14][C:2]([OH:1])=[C:3]([CH:11]=1)[C:4]([CH2:6][CH2:7][C:8]([OH:10])=[O:9])=[O:5] |f:1.2|. Procedure details: A solution of 3-(2-hydroxy-5-nitrobenzoyl)propionic acid (5.5 g, 0.023 mole) in ammonium hydroxide solution (5N; 100 ml) was added to a stirred, boiling solution of ferrous sulphate heptahydrate (45 g, 0.161 mole) in water (200 ml). Stirring under reflux was continued for a futher 1 hour, ammonium hydroxide solution was added to pH 9, the mixture was filtered through Kieselguhr and evaporated to dryness. The solid residue was crystallised from ethanol to give pale yellow needles of 3-(5-amino-2-... The reactants are C(C=C)OC=1C=C(C(=O)C2=C(C(=O)O)C=CC=C2)C=CC1 (2-[3-(allyloxy)benzoyl]benzoic acid), Cl (hydrogen chloride), CO (methanol). Conditions: time 18 hour. Yields the product COC(C1=C(C=CC=C1)C(C1=CC(=CC=C1)OCC=C)=O)=O (2-[3-(allyloxy)benzoyl]benzoic acid methyl ester). Yield: 100.0%. Reaction SMILES: [CH2:1]([O:4][C:5]1[CH:6]=[C:7]([CH:19]=[CH:20][CH:21]=1)[C:8]([C:10]1[CH:18]=[CH:17][CH:16]=[CH:15][C:11]=1[C:12]([OH:14])=[O:13])=[O:9])[CH:2]=[CH2:3].Cl.[CH3:23]O>>[CH3:23][O:13][C:12](=[O:14])[C:11]1[CH:15]=[CH:16][CH:17]=[CH:18][C:10]=1[C:8](=[O:9])[C:7]1[CH:19]=[CH:20][CH:21]=[C:5]([O:4][CH2:1][CH:2]=[CH2:3])[CH:6]=1. Reported procedure: A solution of 2-[3-(allyloxy)benzoyl]benzoic acid (9.00 g, 31.9 mmol) in methanol (100 mL) was saturated with hydrogen chloride gas. The resulting solution was stirred at room temperature for 18 hours. The reaction mixture was concentrated in vacuo and diluted with diethyl ether. The resulting solution was washed sequentially with a saturated sodium bicarbonate solution, water, and a saturated sodium chloride solution. The organic layer was dried over sodium sulfate, filtered, and concentrated i... Reactants: C1(=CC=CC=C1)C#CC1=C(N=CN1[C@H]1[C@H](O)[C@H](O)[C@H](O1)CO)C#N (5-(phenylethyn-1-yl)-1-β-D-ribofuranosylimidazole-4-carbonitrile), OO (hydrogen peroxide). Reaction conditions: time 30 minute. Product: C1(=CC=CC=C1)C#CC1=C(N=CN1[C@H]1[C@H](O)[C@H](O)[C@H](O1)CO)C(=O)N (5-(phenylethyn-1-yl)-1-β-D-ribofuranosylimidazole-4-carboxamide). Yield: 79.6%. As a reaction SMILES: [C:1]1([C:7]#[C:8][C:9]2[N:13]([C@@H:14]3[O:20][C@H:19]([CH2:21][OH:22])[C@@H:17]([OH:18])[C@H:15]3[OH:16])[CH:12]=[N:11][C:10]=2[C:23]#[N:24])[CH:6]=[CH:5][CH:4]=[CH:3][CH:2]=1.[OH:25]O>>[C:1]1([C:7]#[C:8][C:9]2[N:13]([C@@H:14]3[O:20][C@H:19]([CH2:21][OH:22])[C@@H:17]([OH:18])[C@H:15]3[OH:16])[CH:12]=[N:11][C:10]=2[C:23]([NH2:24])=[O:25])[CH:6]=[CH:5][CH:4]=[CH:3][CH:2]=1. Procedure details: To a solution of 10 mg (0.03 mmol) of 5-(phenylethyn-1-yl)-1-β-D-ribofuranosylimidazole-4-carbonitrile dissolved in 4 ml of aqueous ammoniamethanol (1:1 V/V) was added 0.2 ml of hydrogen peroxide, and the reaction was carried out with stirring at room temperature for 30 minutes. After the reaction, the solvent was evaporated and the residue was adsorbed onto a silica gel column (1.8×35 cm) and eluted with a 5-20% ethanol-chloroform solvent mixture to obtain 8.4. mg of 5-(phenylethyn-1-yl)-1-β-D-... Reactants: Cc1cccc(-c2nnc(-c3nc4ccc(C)cn4c(=O)c3OCc3ccccc3)o2)c1, C[Si](C)(C)I, CO, CC#N, N#N, O. The product is Cc1cccc(-c2nnc(-c3nc4ccc(C)cn4c(=O)c3O)o2)c1. As a reaction SMILES: [CH2:1]([c:2]1[cH:3][cH:4][cH:5][cH:6][cH:7]1)[O:8][c:9]1[c:10](-[c:21]2[o:22][c:23](-[c:26]3[cH:27][c:28]([CH3:32])[cH:29][cH:30][cH:31]3)[n:24][n:25]2)[n:11][c:12]2[n:13]([c:14]1=[O:15])[cH:16][c:17]([CH3:20])[cH:18][cH:19]2.[CH3:33][Si:34]([I:35])([CH3:36])[CH3:37].[CH3:40][OH:41].[CH3:42][C:43]#[N:44].[N:38]#[N:39].[OH2:45]>>[OH:8][c:9]1[c:10](-[c:21]2[o:22][c:23](-[c:26]3[cH:27][c:28]([CH3:32])[cH:29][cH:30][cH:31]3)[n:24][n:25]2)[n:11][c:12]2[n:13]([c:14]1=[O:15])[cH:16][c:17]([CH3:20])[cH:18][cH:19]2.